The task is: describe an organic reaction: reactants, conditions, products, and yield. This data is from the Open Reaction Database (ORD), a public repository of structured organic reaction records. Reactants: NC=1C=CC(=C(C1)N1N=C(N(C1=O)CC1=CC=C(C=C1)C1=C(C=CC=C1)S(NC(C1=C(C=CC=C1)Cl)=O)(=O)=O)CCCC)Cl (2-(5-amino-2-chlorophenyl)-5-n-butyl-4-[[2'-[N-(2-chlorobenzoyl)sulfamoyl]biphenyl-4-yl]methyl]-2,4-dihydro-3H-1,2,4-triazol-3-one), [H-].[Na+] (sodium hydride), C(CCCC)(=O)Cl (valeryl chloride), crude product. Product: C(CCC)C=1N(C(N(N1)C1=C(C=CC(=C1)NC(CCCC)=O)Cl)=O)CC1=CC=C(C=C1)C1=C(C=CC=C1)S(NC(C1=C(C=CC=C1)Cl)=O)(=O)=O (5-n-Butyl-4-[[2'-[N-(2-chlorobenzoyl)sulfamoyl]biphenyl-4-yl]methyl]-2-[2-chloro-5-(valerylamino)phenyl]-2,4-dihydro-3H-1,2,4-triazol-3-one). As a reaction SMILES: [NH2:1][C:2]1[CH:3]=[CH:4][C:5]([Cl:44])=[C:6]([N:8]2[C:12](=[O:13])[N:11]([CH2:14][C:15]3[CH:20]=[CH:19][C:18]([C:21]4[CH:26]=[CH:25][CH:24]=[CH:23][C:22]=4[S:27](=[O:39])(=[O:38])[NH:28][C:29](=[O:37])[C:30]4[CH:35]=[CH:34][CH:33]=[CH:32][C:31]=4[Cl:36])=[CH:17][CH:16]=3)[C:10]([CH2:40][CH2:41][CH2:42][CH3:43])=[N:9]2)[CH:7]=1.[H-].[Na+].[C:47](Cl)(=[O:52])[CH2:48][CH2:49][CH2:50][CH3:51]>>[CH2:40]([C:10]1[N:11]([CH2:14][C:15]2[CH:16]=[CH:17][C:18]([C:21]3[CH:26]=[CH:25][CH:24]=[CH:23][C:22]=3[S:27](=[O:38])(=[O:39])[NH:28][C:29](=[O:37])[C:30]3[CH:35]=[CH:34][CH:33]=[CH:32][C:31]=3[Cl:36])=[CH:19][CH:20]=2)[C:12](=[O:13])[N:8]([C:6]2[CH:7]=[C:2]([NH:1][C:47](=[O:52])[CH2:48][CH2:49][CH2:50][CH3:51])[CH:3]=[CH:4][C:5]=2[Cl:44])[N:9]=1)[CH2:41][CH2:42][CH3:43] |f:1.2|. Reported procedure: The title compound was prepared from 2-(5-amino-2-chlorophenyl)-5-n-butyl-4-[[2'-[N-(2-chlorobenzoyl)sulfamoyl]biphenyl-4-yl]methyl]-2,4-dihydro-3H-1,2,4-triazol-3-one (from Example 60), sodium hydride, and valeryl chloride according the procedure of Example 57. The crude product was flash chromatographed over silica gel (gradient elution with 0.5-2.0% MeOH/CH2Cl2) to give the desired compound as a cream-colored solid in 48% yield, mp >110° C. (gradual), homogeneous by TLC (9:1 MeOH/CH2Cl2), mas... Reactants: C(C)(C)(C)N1N=CC(=C1C1=CC=C(C=C1)F)C=1SC=C(N1)CNC(O)=O (((2-(1-tert-butyl-5-(4-fluorophenyl)-1H-pyrazol-4-yl)thiazol-4-yl)methyl)carbamic acid). Solvent: C(=O)(C(F)(F)F)O (TFA). The product is C(C)(C)(C)N1N=CC(=C1C1=CC=C(C=C1)F)C=1SC=C(N1)CN ((2-(1-tert-butyl-5-(4-fluorophenyl)-1H-pyrazol-4-yl)thiazol-4-yl)methanamine). Yield: 73.3%. Reaction SMILES: [C:1]([N:5]1[C:9]([C:10]2[CH:15]=[CH:14][C:13]([F:16])=[CH:12][CH:11]=2)=[C:8]([C:17]2[S:18][CH:19]=[C:20]([CH2:22][NH:23]C(=O)O)[N:21]=2)[CH:7]=[N:6]1)([CH3:4])([CH3:3])[CH3:2]>C(O)(C(F)(F)F)=O>[C:1]([N:5]1[C:9]([C:10]2[CH:11]=[CH:12][C:13]([F:16])=[CH:14][CH:15]=2)=[C:8]([C:17]2[S:18][CH:19]=[C:20]([CH2:22][NH2:23])[N:21]=2)[CH:7]=[N:6]1)([CH3:4])([CH3:3])[CH3:2]. Reported procedure: A solution of the compound (13.6 mg, 0.03 mmol) obtained in step 1 in TFA (1.0 mL) was stirred at room temperature for 1 hr, and concentrated under reduced pressure. To the residue were added saturated aqueous sodium hydrogen carbonate solution and ethyl acetate. The organic layer was dried, and the solvent was evaporated under reduced pressure to give (2-(1-tert-butyl-5-(4-fluorophenyl)-1H-pyrazol-4-yl)thiazol-4-yl)methanamine (7.2 mg, 0.022 mmol, 69.0%) as a pale-yellow oil.